From a dataset of the Open Reaction Database (ORD), a public repository of structured organic reaction records. describe an organic reaction: reactants, conditions, products, and yield Starting materials: N-N′-dimethylformamide, C1(CCCCC1)N=C=NC1CCCCC1 (dicyclohexylcarbodiimide), C(C)OC(CC(C)O)=O (ethyl-3-hydroxybutyrate), C(#N)CC(=O)O (cyanoacetic acid). Reagents/catalysts: CN(C1=CC=NC=C1)C (4-dimethylaminopyridine). Solvent: C(Cl)Cl (CH2Cl2). Conditions: time 8 hour. The product is C(C)OC(CC(C)OC(CC#N)=O)=O (3-(2-Cyano-acetoxy)-butyric acid ethyl ester). As a reaction SMILES: [CH2:1]([O:3][C:4](=[O:9])[CH2:5][CH:6]([OH:8])[CH3:7])[CH3:2].[C:10]([CH2:12][C:13](O)=[O:14])#[N:11].C1(N=C=NC2CCCCC2)CCCCC1>CN(C)C1C=CN=CC=1.C(Cl)Cl>[CH2:1]([O:3][C:4](=[O:9])[CH2:5][CH:6]([O:8][C:13](=[O:14])[CH2:12][C:10]#[N:11])[CH3:7])[CH3:2]. Procedure: A mixture of 194.0 g of ethyl-3-hydroxybutyrate, 149.83 g of cyanoacetic acid, and 10.76 g of 4-dimethylaminopyridine (DMAP) was stirred in 1500 ml of CH2Cl2 in a 3 L three-neck round bottom flask equipped with a mechanical stirrer. About 75 ml of N-N′-dimethylformamide (DMF) was added to the above mixture to make a clear solution. The above solution was chilled in an ice water bath. A separately prepared dicyclohexylcarbodiimide (DCC) solution (363.45 g in 600 ml CH2Cl2) was added to the above ... Starting materials: ClC1=C(C=CC=C1)C1=NCC(NC2=C1C=C(C(=C2)OCCCN2CCOCC2)F)=O (5-(2-chlorophenyl)-1,3-dihydro-7-fluoro-8-(3-(4-morpholinyl)propoxy)-2H-1,4-benzodiazepin-2-one), COC=1C=CC(=CC1)P2(=S)SP(=S)(S2)C=3C=CC(=CC3)OC (Lawesson's reagent). Yields the product ClC1=C(C=CC=C1)C1=NCC(NC2=C1C=C(C(=C2)OCCCN2CCOCC2)F)=S (5-(2-chlorophenyl)-1,3-dihydro-7-fluoro-8-(3-(4-morpholinyl)propoxy)-2H-1,4-benzodiazepin-2-thione). RXN SMILES: [Cl:1][C:2]1[CH:7]=[CH:6][CH:5]=[CH:4][C:3]=1[C:8]1[C:14]2[CH:15]=[C:16]([F:29])[C:17]([O:19][CH2:20][CH2:21][CH2:22][N:23]3[CH2:28][CH2:27][O:26][CH2:25][CH2:24]3)=[CH:18][C:13]=2[NH:12][C:11](=O)[CH2:10][N:9]=1.COC1C=CC(P2(SP(C3C=CC(OC)=CC=3)(=S)S2)=[S:40])=CC=1>>[Cl:1][C:2]1[CH:7]=[CH:6][CH:5]=[CH:4][C:3]=1[C:8]1[C:14]2[CH:15]=[C:16]([F:29])[C:17]([O:19][CH2:20][CH2:21][CH2:22][N:23]3[CH2:28][CH2:27][O:26][CH2:25][CH2:24]3)=[CH:18][C:13]=2[NH:12][C:11](=[S:40])[CH2:10][N:9]=1. Procedure details: 5-(2-chlorophenyl)-1,3-dihydro-7-fluoro-8-(3-(4-morpholinyl)propoxy)-2H-1,4-benzodiazepin-2-thione (IIi) was prepared by reacting 0.0053 moles of 5-(2-chlorophenyl)-1,3-dihydro-7-fluoro-8-(3-(4-morpholinyl)propoxy)-2H-1,4-benzodiazepin-2-one (lactam Ii) with Lawesson's reagent in a manner analogous to Example 38.